From a dataset of the Open Reaction Database (ORD), a public repository of structured organic reaction records. describe an organic reaction: reactants, conditions, products, and yield Starting materials: O(C1=CC=CC=C1)C=1C=NC=CC1 (3-phenoxypyridine), BrCC(=O)OCC (ethyl bromoacetate). The solvent is C(C)#N (acetonitrile). Product: [Br-].C(C)OC(C[N+]1=CC(=CC=C1)OC1=CC=CC=C1)=O (1-(2-ethoxy-2-oxoethyl)-3-phenoxypyridinium bromide). RXN SMILES: [O:1]([C:8]1[CH:9]=[N:10][CH:11]=[CH:12][CH:13]=1)[C:2]1[CH:7]=[CH:6][CH:5]=[CH:4][CH:3]=1.[Br:14][CH2:15][C:16]([O:18][CH2:19][CH3:20])=[O:17]>C(#N)C>[Br-:14].[CH2:19]([O:18][C:16](=[O:17])[CH2:15][N+:10]1[CH:11]=[CH:12][CH:13]=[C:8]([O:1][C:2]2[CH:3]=[CH:4][CH:5]=[CH:6][CH:7]=2)[CH:9]=1)[CH3:20] |f:3.4|. Reported procedure: To a solution of 17.1 g of 3-phenoxypyridine [J. Amer. Chem. Soc 59, 297 (1937)] in 100 ml of acetonitrile is added 16.7 g of ethyl bromoacetate and the solution is refluxed for 8 hours. The resulting mixture is concentrated at reduced pressure and the crystalline solid is isolated by filtration to yield 1-(2-ethoxy-2-oxoethyl)-3-phenoxypyridinium bromide; mp 125°-126° C. after recrystallization from acetonitrile-diethyl ether. Reported procedure: A solution of (+/-) ethyl 4-[(5,5-dimethyl-8-hydroxy-8-carbethoxymethyl-5,6,7,8-tetrahydronaphth-2-yl)azo]benzoate 5 (Compound D1, 108 mg, 0.25 mmol), DCC (55.9 mg, 0.271 mmol) and CuCl (36.6 mg, 0.37 mmol) in 8 ml of dry benzene was heated under reflux for 7 days. After cooling to room temperature, the solids were filtered out and the solution was extracted with ethyl acetate. The combined organic layer was washed with brine and dried over Na2 SO4. The solvent was removed under reduced 11 press... Starting materials: CC1(C=2C=CC(=CC2C(CC1)(CC(=O)OCC)O)N=NC1=CC=C(C(=O)OCC)C=C1)C ((+/-) ethyl 4-[(5,5-dimethyl-8-hydroxy-8-carbethoxymethyl-5,6,7,8-tetrahydronaphth-2-yl)azo]benzoate), C(C1=CC=CC=C1)(=O)[O-] (benzoate), C1CCC(CC1)N=C=NC2CCCCC2 (DCC). The solvent is C1=CC=CC=C1 (benzene). RXN SMILES: [CH3:1][C:2]1([CH3:32])[CH2:11][CH2:10][C:9](O)([CH2:12][C:13]([O:15][CH2:16][CH3:17])=[O:14])[C:8]2[CH:7]=[C:6]([N:19]=[N:20][C:21]3[CH:31]=[CH:30][C:24]([C:25]([O:27][CH2:28][CH3:29])=[O:26])=[CH:23][CH:22]=3)[CH:5]=[CH:4][C:3]1=2.C([O-])(=O)C1C=CC=CC=1.C1CCC(N=C=NC2CCCCC2)CC1>C1C=CC=CC=1.Cl[Cu]>[CH3:32][C:2]1([CH3:1])[CH2:11][CH:10]=[C:9]([CH2:12][C:13]([O:15][CH2:16][CH3:17])=[O:14])[C:8]2[CH:7]=[C:6]([N:19]=[N:20][C:21]3[CH:22]=[CH:23][C:24]([C:25]([O:27][CH2:28][CH3:29])=[O:26])=[CH:30][CH:31]=3)[CH:5]=[CH:4][C:3]1=2. Product: CC1(C=2C=CC(=CC2C(=CC1)CC(=O)OCC)N=NC1=CC=C(C(=O)OCC)C=C1)C (Ethyl 4-[(5,5-dimethyl-8-(carbethoxymethyl)-5,6-dihydronaphthalen-2-yl)azo]benzoate). Reagents/catalysts: Cl[Cu] (CuCl). Reactants: ClC1=C(C(=CC=C1)Cl)C1=CC(=CC=2CC(OC21)CO)F ((±)-[7-(2,6-dichlorophenyl)-5-fluoro-2,3-dihydro-1-benzofuran-2-yl]methanol), hydrochloride salt, OC(C#N)(C)C (2-hydroxy-2-methylpropanenitrile), C1(=CC=CC=C1)P(C1=CC=CC=C1)C1=CC=CC=C1 (triphenylphosphine), N(=NC(=O)OCC)C(=O)OCC (diethyl azodicarboxylate). Product: ClC1=C(C(=CC=C1)Cl)C1=CC(=CC=2CC(OC21)CCN)F ((±)-{2-[7-(2,6-dichlorophenyl)-5-fluoro-2,3-dihydro-1-benzofuran-2-yl]ethyl}amine). Isolated yield 17.1%. Reaction SMILES: [Cl:1][C:2]1[CH:7]=[CH:6][CH:5]=[C:4]([Cl:8])[C:3]=1[C:9]1[C:17]2[O:16][CH:15]([CH2:18]O)[CH2:14][C:13]=2[CH:12]=[C:11]([F:20])[CH:10]=1.C1(P(C2C=CC=CC=2)C2C=CC=CC=2)C=CC=CC=1.[N:40]([C:47](OCC)=O)=NC(OCC)=O.OC(C)(C)C#N>>[Cl:1][C:2]1[CH:7]=[CH:6][CH:5]=[C:4]([Cl:8])[C:3]=1[C:9]1[C:17]2[O:16][CH:15]([CH2:18][CH2:47][NH2:40])[CH2:14][C:13]=2[CH:12]=[C:11]([F:20])[CH:10]=1. Reported procedure: Treatment of (±)-[7-(2,6-dichlorophenyl)-5-fluoro-2,3-dihydro-1-benzofuran-2-yl]methanol (0.5 g, 1.9 mmol) with triphenylphosphine (1.23 g, 4.67 mmol), diethyl azodicarboxylate (0.82 g, 4.68 mmol), and 2-hydroxy-2-methylpropanenitrile (0.40 g, 4.68 mmol) generally according to the procedure described for Example 552 afforded 0.106 g (15%) of (±)-{2-[7-(2,6-dichlorophenyl)-5-fluoro-2,3-dihydro-1-benzofuran-2-yl]ethyl}amine as a white solid, hydrochloride salt. mp 212-213° C. Starting materials: N[C@@H](CCC(N)=O)C(=O)O (L-glutamine), P(=O)([O-])([O-])[O-] (phosphate), enzyme solution, Cl.NO (hydrochloric acid hydroxylamine), 20, N[C@@H](CCC(=O)[O-])C(=O)[O-] (L-glutamate). The solvent is 500. Yields the product N[C@@H](CCC(=O)O)C(=O)O (glutamic acid). As a reaction SMILES: N[C@H](C(O)=O)CCC(=O)N.P([O-])([O-])([O-])=O.Cl.NO.[NH2:19][C@H:20]([C:26]([O-:28])=[O:27])[CH2:21][CH2:22][C:23]([O-:25])=[O:24]>>[NH2:19][C@H:20]([C:26]([OH:28])=[O:27])[CH2:21][CH2:22][C:23]([OH:25])=[O:24] |f:2.3|. Reported procedure: Glutaminase activity was measured by partly modifying the method described in Japanese Provisional Patent Publication No. 332553/1999. That is, to 250 μl of 2% (w/v) L-glutamine solution were added 500 μl of 0.2M phosphate buffer (pH 6.5) and 250 μl of an enzyme solution, and the mixture was reacted at 37° C. for 30 minutes, and then the reaction was terminated by adding 250 μl of 0.75N perchloric acid solution, and 125 μl of 1.5N sodium hydroxide solution was added thereto to neutralize the rea...